From a dataset of the Open Reaction Database (ORD), a public repository of structured organic reaction records. describe an organic reaction: reactants, conditions, products, and yield Reactants: BrC=1C=C(C=NC1OCC(F)(F)F)C(=O)O (5-bromo-6-(2,2,2-trifluoroethoxy)-3-pyridinecarboxylic acid), FC=1C=C(C=CC1F)B(O)O (B-(3,4-difluorophenyl)-boronic acid). Product: FC=1C=C(C=CC1F)C=1C(=NC=C(C(=O)O)C1)OCC(F)(F)F (5-(3,4-difluorophenyl)-6-(2,2,2-trifluoroethoxy)nicotinic acid). RXN SMILES: Br[C:2]1[CH:3]=[C:4]([C:14]([OH:16])=[O:15])[CH:5]=[N:6][C:7]=1[O:8][CH2:9][C:10]([F:13])([F:12])[F:11].[F:17][C:18]1[CH:19]=[C:20](B(O)O)[CH:21]=[CH:22][C:23]=1[F:24]>>[F:17][C:18]1[CH:19]=[C:20]([C:2]2[C:7]([O:8][CH2:9][C:10]([F:13])([F:12])[F:11])=[N:6][CH:5]=[C:4]([CH:3]=2)[C:14]([OH:16])=[O:15])[CH:21]=[CH:22][C:23]=1[F:24]. Procedure: The title compound was synthesized in analogy to Example BQ using 5-bromo-6-(2,2,2-trifluoroethoxy)-3-pyridinecarboxylic acid (CAN 1211586-75-2) and B-(3,4-difluorophenyl)-boronic acid, (CAN 168267-41-2) as starting materials. Reactants: Cc1ccc(C)c(N)c1, CC(=O)OC(C)=O, CC(=O)[O-], ClC(Cl)Cl, [K+], Cc1ccc(CO)cc1N. Product: CC(=O)Nc1cc(CO)ccc1C. As a reaction SMILES: [CH3:11][c:12]1[cH:13][c:14]([NH2:15])[c:16]([CH3:17])[cH:18][cH:19]1.[CH3:20][C:21](=[O:22])[O:23][C:24](=[O:25])[CH3:26].[CH3:28][C:29](=[O:30])[O-:31].[CH:32]([Cl:33])([Cl:34])[Cl:35].[K+:27].[OH:1][CH2:2][c:3]1[cH:4][c:5]([NH2:6])[c:7]([CH3:10])[cH:8][cH:9]1>>[OH:1][CH2:2][c:3]1[cH:4][c:5]([NH:6][C:21]([CH3:20])=[O:22])[c:7]([CH3:10])[cH:8][cH:9]1. Reactants: COC(=O)COc1ccc(CC(C)=O)cc1, [BH3-]C#N, CC(=O)O, CO, Clc1cccc(C2CNCCO2)n1, Cl, N, [Na+], O. Yields the product COC(=O)COc1ccc(CC(C)N2CCOC(c3cccc(Cl)n3)C2)cc1. RXN SMILES: [C:14](=[O:15])([O:16][CH3:17])[CH2:18][O:19][c:20]1[cH:21][cH:22][c:23]([CH2:26][C:27]([CH3:28])=[O:29])[cH:24][cH:25]1.[C:34]([BH3-:35])#[N:36].[CH3:30][C:31](=[O:32])[OH:33].[CH3:40][OH:41].[Cl:1][c:2]1[cH:3][cH:4][cH:5][c:6]([CH:8]2[O:9][CH2:10][CH2:11][NH:12][CH2:13]2)[n:7]1.[ClH:38].[NH3:39].[Na+:37].[OH2:42]>>[Cl:1][c:2]1[cH:3][cH:4][cH:5][c:6]([CH:8]2[O:9][CH2:10][CH2:11][N:12]([CH:27]([CH2:26][c:23]3[cH:22][cH:21][c:20]([O:19][CH2:18][C:14](=[O:15])[O:16][CH3:17])[cH:25][cH:24]3)[CH3:28])[CH2:13]2)[n:7]1. Reactants: C(C(=O)C1=CC=CC=C1)C1C(CCCC1)=O (2-phenacylcyclohexanone), NC1=CC=C(C(C(=O)O)=C1)O (5-aminosalicylic acid), pale yellow crystals. Solvent: C(C)(=O)O (acetic acid). Product: C(=O)(O)C=1C=C(C=CC1O)N1C(=CC=2CCCCC12)C1=CC=CC=C1 (1-(3-Carboxy-4-hydroxyphenyl)-2-phenyl-4,5,6,7-tetrahydroindole). As a reaction SMILES: [CH2:1]([CH:10]1[CH2:15][CH2:14][CH2:13][CH2:12][C:11]1=O)[C:2]([C:4]1[CH:9]=[CH:8][CH:7]=[CH:6][CH:5]=1)=O.[NH2:17][C:18]1[CH:26]=[C:22]([C:23]([OH:25])=[O:24])[C:21]([OH:27])=[CH:20][CH:19]=1>C(O)(=O)C>[C:23]([C:22]1[CH:26]=[C:18]([N:17]2[C:11]3[CH2:12][CH2:13][CH2:14][CH2:15][C:10]=3[CH:1]=[C:2]2[C:4]2[CH:5]=[CH:6][CH:7]=[CH:8][CH:9]=2)[CH:19]=[CH:20][C:21]=1[OH:27])([OH:25])=[O:24]. Procedure: A solution of 49.7 g. (0.23 mole) of 2-phenacylcyclohexanone, 35.2 g. (0.23 mole) of 5-aminosalicylic acid, and 135 ml. of glacial acetic acid was heated under reflux under nitrogen for 31/2 hours. A solid separated and was collected, washed with water, and recrystallized from acetic acid to provide 46.0 g. (60%) of pale yellow crystals, m.p. 209°-211°. The reactants are [K+].COC=1C=C(C(=O)[O-])C=CC1S(=O)(=O)O (3-methoxy-4-sulfobenzoic acid mono-potassium salt), aromatic acid chloride, ClS(=O)(=O)C1=C(C=C(C(=O)Cl)C=C1)OC (4-chlorosulfonyl-3-methoxybenzoyl chloride), C(C)(C)(C)N (t-butylamine). Product: COC1=C(C=CC(=C1)C(=O)NC(C)(C)C)S(=O)(=O)Cl (2-methoxy-4-(N-t-butylaminocarbonyl)benzenesulfonyl chloride). Isolated yield 92.0%. RXN SMILES: [K+].COC1C=C(C=CC=1S(O)(=O)=O)C([O-])=O.[Cl:17][S:18]([C:21]1[CH:29]=[CH:28][C:24]([C:25](Cl)=[O:26])=[CH:23][C:22]=1[O:30][CH3:31])(=[O:20])=[O:19].[C:32]([NH2:36])([CH3:35])([CH3:34])[CH3:33]>>[CH3:31][O:30][C:22]1[CH:23]=[C:24]([C:25]([NH:36][C:32]([CH3:35])([CH3:34])[CH3:33])=[O:26])[CH:28]=[CH:29][C:21]=1[S:18]([Cl:17])(=[O:20])=[O:19] |f:0.1|. Reported procedure: Reacting the 3-methoxy-4-sulfobenzoic acid mono-potassium salt with an inorganic acid halogenide the 4-chlorosulfonyl-3-methoxybenzoyl chloride is obtained. To our surprise we have found that at lower temperature, in an appropriate solvent the t-butylamine reacts selectively with the aromatic acid chloride. Thus, the desired 2-methoxy-4-(N-t-butylaminocarbonyl)benzenesulfonyl chloride is obtained in 92% yield, with a purity of 96%, so it can be used without further purification for the synthesis... Starting materials: ClC1=C2C(=C(N=N1)N1[C@@H](CN(CC1)C(=O)C1=CC=CC=C1)C)N=CC=C2 ((R)-(4-(5-chloropyrido[2,3-d]pyridazin-8-yl)-3-methylpiperazin-1-yl)(phenyl)methanone), FC(C1=CC=C(C=C1)B(O)O)(F)F (4-trifluoromethylphenylboronic acid), C([O-])([O-])=O.[Na+].[Na+] (sodium carbonate). The reagents and catalysts are C=1C=CC(=CC1)[P](C=2C=CC=CC2)(C=3C=CC=CC3)[Pd]([P](C=4C=CC=CC4)(C=5C=CC=CC5)C=6C=CC=CC6)([P](C=7C=CC=CC7)(C=8C=CC=CC8)C=9C=CC=CC9)[P](C=1C=CC=CC1)(C=1C=CC=CC1)C=1C=CC=CC1 (tetrakis(triphenylphosphine)palladium). Product: C[C@@H]1CN(CCN1C=1N=NC(=C2C1N=CC=C2)C2=CC=C(C=C2)C(F)(F)F)C(=O)C2=CC=CC=C2 ((R)-(3-methyl-4-(5-(4-(trifluoromethyl)phenyl)pyrido[2,3-d]pyridazin-8-yl)piperazin-1-yl)(phenyl)methanone). As a reaction SMILES: Cl[C:2]1[N:7]=[N:6][C:5]([N:8]2[CH2:13][CH2:12][N:11]([C:14]([C:16]3[CH:21]=[CH:20][CH:19]=[CH:18][CH:17]=3)=[O:15])[CH2:10][C@H:9]2[CH3:22])=[C:4]2[N:23]=[CH:24][CH:25]=[CH:26][C:3]=12.[F:27][C:28]([F:39])([F:38])[C:29]1[CH:34]=[CH:33][C:32](B(O)O)=[CH:31][CH:30]=1.C(=O)([O-])[O-].[Na+].[Na+]>C1C=CC([P]([Pd]([P](C2C=CC=CC=2)(C2C=CC=CC=2)C2C=CC=CC=2)([P](C2C=CC=CC=2)(C2C=CC=CC=2)C2C=CC=CC=2)[P](C2C=CC=CC=2)(C2C=CC=CC=2)C2C=CC=CC=2)(C2C=CC=CC=2)C2C=CC=CC=2)=CC=1>[CH3:22][C@H:9]1[N:8]([C:5]2[N:6]=[N:7][C:2]([C:32]3[CH:33]=[CH:34][C:29]([C:28]([F:39])([F:38])[F:27])=[CH:30][CH:31]=3)=[C:3]3[CH:26]=[CH:25][CH:24]=[N:23][C:4]=23)[CH2:13][CH2:12][N:11]([C:14]([C:16]2[CH:21]=[CH:20][CH:19]=[CH:18][CH:17]=2)=[O:15])[CH2:10]1 |f:2.3.4,^1:49,51,70,89|. Procedure details: Using methods described in Example 6, and starting with (R)-(4-(5-chloropyrido[2,3-d]pyridazin-8-yl)-3-methylpiperazin-1-yl)(phenyl)methanone 79 (180 mg, 489 μmol), tetrakis(triphenylphosphine)palladium (283 mg, 245 μmol), 4-trifluoromethylphenylboronic acid (139 mg, 734 μmol), and 2 M sodium carbonate (489 μl, 979 μmol) afforded (R)-(3-methyl-4-(5-(4-(trifluoromethyl)phenyl)pyrido[2,3-d]pyridazin-8-yl)piperazin-1-yl)(phenyl)methanone 84 after chromatographic purification. MS 477.2 (calc'd) 478.... The reactants are CNC(=O)C(Cc1ccccc1)N(C)C(=O)C(Cc1ccc2ccccc2c1)N(C)C(=O)C=C(C)CC(C)(C)NC(=O)OC(C)(C)C, ClCCl, O=C(O)C(F)(F)F, O. Product: CNC(=O)C(Cc1ccccc1)N(C)C(=O)C(Cc1ccc2ccccc2c1)N(C)C(=O)C=C(C)CC(C)(C)N. As a reaction SMILES: [C:1]([O:2][C:3](=[O:4])[NH:7][C:8]([CH2:9][C:10](=[CH:11][C:12]([N:13]([CH:14]([CH2:15][c:16]1[cH:17][c:18]2[cH:19][cH:20][cH:21][cH:22][c:23]2[cH:24][cH:25]1)[C:26]([N:27]([CH:28]([CH2:29][c:30]1[cH:31][cH:32][cH:33][cH:34][cH:35]1)[C:36]([NH:37][CH3:38])=[O:39])[CH3:40])=[O:41])[CH3:42])=[O:43])[CH3:44])([CH3:45])[CH3:46])([CH3:5])([CH3:6])[CH3:47].[CH2:56]([Cl:57])[Cl:58].[F:48][C:49]([F:50])([F:51])[C:52]([OH:53])=[O:54].[OH2:55]>>[NH2:7][C:8]([CH2:9][C:10](=[CH:11][C:12]([N:13]([CH:14]([CH2:15][c:16]1[cH:17][c:18]2[cH:19][cH:20][cH:21][cH:22][c:23]2[cH:24][cH:25]1)[C:26]([N:27]([CH:28]([CH2:29][c:30]1[cH:31][cH:32][cH:33][cH:34][cH:35]1)[C:36]([NH:37][CH3:38])=[O:39])[CH3:40])=[O:41])[CH3:42])=[O:43])[CH3:44])([CH3:45])[CH3:46]. Starting materials: ClC1=C(C(=CC=C1)Cl)NC=1NC2=C(N1)C=C(C1=C2CC(O1)(C)C)C(=O)OC (methyl 2-[(2,6-dichlorophenyl)amino]-7,7-dimethyl-7,8-dihydro-1H-furo[3,2-e]benzimidazole-5-carboxylate), FC1=C(N)C=C(C(=C1)F)F (2,4,5-trifloro aniline), C[Al](C)C (trimethyl aluminium). The solvent is C1(=CC=CC=C1)C (toluene). Reported procedure: The title compound was prepared following the procedure described for Example-137 using methyl 2-[(2,6-dichlorophenyl)amino]-7,7-dimethyl-7,8-dihydro-1H-furo[3,2-e]benzimidazole-5-carboxylate (Step-1 of Intermediate-6, 0.200 g, 0.493 mmol) and 2,4,5-trifloro aniline (0.108 g, 0.740 mmol), trimethyl aluminium (2M solution in toluene) (0.071 g, 0.986 mmol) and dry toluene (5.0 mL) to afford 0.100 g of the desired product. 1HNMR (DMSO-d6): δ 1.55 (s, 6H), 3.11 (s, 2H), 7.21 (m, 2H), 7.53 (m, 2H), 7... Yields the product ClC1=C(C(=CC=C1)Cl)NC1=NC2=C(N1)C=1CC(OC1C(=C2)C(=O)NC2=C(C=C(C(=C2)F)F)F)(C)C (2-((2,6-Dichlorophenyl)amino)-7,7-dimethyl-N-(2,4,5-trifluorophenyl)-7,8-dihydro-1H-benzofuro[4,5-d]imidazole-5-carboxamide). Reaction SMILES: [Cl:1][C:2]1[CH:7]=[CH:6][CH:5]=[C:4]([Cl:8])[C:3]=1[NH:9][C:10]1[NH:11][C:12]2[C:18]3[CH2:19][C:20]([CH3:23])([CH3:22])[O:21][C:17]=3[C:16]([C:24]([O:26]C)=O)=[CH:15][C:13]=2[N:14]=1.[F:28][C:29]1[CH:35]=[C:34]([F:36])[C:33]([F:37])=[CH:32][C:30]=1[NH2:31].C[Al](C)C>C1(C)C=CC=CC=1>[Cl:8][C:4]1[CH:5]=[CH:6][CH:7]=[C:2]([Cl:1])[C:3]=1[NH:9][C:10]1[NH:11][C:12]2[C:18]3[CH2:19][C:20]([CH3:22])([CH3:23])[O:21][C:17]=3[C:16]([C:24]([NH:31][C:30]3[CH:32]=[C:33]([F:37])[C:34]([F:36])=[CH:35][C:29]=3[F:28])=[O:26])=[CH:15][C:13]=2[N:14]=1. The yield is 38.9%. Reactants: CC1=NN(C(=C1)C)C(=N)N (3,5-dimethyl-pyrazole-1-carboxamidine), C(C)(C)N(C(C)C)CC (N,N-diisopropylethyl amine), NCCCCCCCC(=O)O (8-Amino-octanoic acid). Run in O1CCOCC1 (dioxane), O (water). The product is N(C(=N)N)CCCCCCCC(=O)O (8-Guanidino-octanoic acid). As a reaction SMILES: [CH3:1][C:2]1[CH:6]=[C:5](C)[N:4]([C:8]([NH2:10])=[NH:9])N=1.C(N(CC)C(C)C)(C)C.NCCCC[CH2:25][CH2:26][CH2:27][C:28]([OH:30])=[O:29]>O1CCOCC1.O>[NH:4]([CH2:5][CH2:6][CH2:2][CH2:1][CH2:25][CH2:26][CH2:27][C:28]([OH:30])=[O:29])[C:8]([NH2:10])=[NH:9]. Procedure details: 3,5-dimethyl-pyrazole-1-carboxamidine (100 g; 0.5 Mole) and N,N-diisopropylethyl amine (DIEA) (65 g; 0.5 Mole) were suspended in dioxane (300 ml) and water (115 ml). 8-Amino-octanoic acid (48 cg; 0.3 Mole) was added to the mixture with stirring. The colorless solution was then refluxed for 2 days. The product was filtered and washed with water (3×50 ml).